Dataset: the Open Reaction Database (ORD), a public repository of structured organic reaction records. Task: describe an organic reaction: reactants, conditions, products, and yield Reactants: 0.5h, P(Cl)(Cl)(Cl)(Cl)Cl (phosphorus pentachloride), solution, COCC1CCC(O1)C=1CS[C@H]2N(C1C(=O)OCC1=CC=C(C=C1)OC)C([C@H]2NC(COC2=CC=CC=C2)=O)=O (4-methoxybenzyl (6R,7R)-3-[(2RS,5SR)-5-methoxymethyltetrahydrofuran-2-yl]-7-phenoxyacetamidoceph-3-em-4-carboxylate), CN1CCOCC1 (N-methylmorpholine), CO (methanol). Run in O (Water), ClCCl (dichloromethane), ClCCl (dichloromethane). Reaction conditions: time 0.5 hour. Product: N[C@H]1[C@@H]2N(C(=C(CS2)[C@H]2O[C@H](CC2)COC)C(=O)OCC2=CC=C(C=C2)OC)C1=O (4-methoxybenzyl (6R,7R)-7-amino-3-[(2S,5R)-5-methoxymethyltetrahydrofuran-2-yl]ceph-3-em-4-carboxylate). Yield: 26.3%. Reaction SMILES: [CH3:1][O:2][CH2:3][CH:4]1[O:8][CH:7]([C:9]2[CH2:10][S:11][C@@H:12]3[C@H:28]([NH:29]C(=O)COC4C=CC=CC=4)[C:27](=[O:40])[N:13]3[C:14]=2[C:15]([O:17][CH2:18][C:19]2[CH:24]=[CH:23][C:22]([O:25][CH3:26])=[CH:21][CH:20]=2)=[O:16])[CH2:6][CH2:5]1.CN1CCOCC1.P(Cl)(Cl)(Cl)(Cl)Cl.CO>ClCCl.O>[NH2:29][C@@H:28]1[C:27](=[O:40])[N:13]2[C:14]([C:15]([O:17][CH2:18][C:19]3[CH:20]=[CH:21][C:22]([O:25][CH3:26])=[CH:23][CH:24]=3)=[O:16])=[C:9]([C@@H:7]3[CH2:6][CH2:5][C@H:4]([CH2:3][O:2][CH3:1])[O:8]3)[CH2:10][S:11][C@H:12]12. Reported procedure: A solution of 4-methoxybenzyl (6R,7R)-3-[(2RS,5SR)-5-methoxymethyltetrahydrofuran-2-yl]-7-phenoxyacetamidoceph-3-em-4-carboxylate (1.93g) in dichloromethane (25ml) was cooled to -15 to -20° C., N-methylmorpholine (0.75ml) was added followed by a solution of phosphorus pentachloride in dichloromethane (26.5ml of a solution containing 40mg.ml-1). The mixture was stirred at the same temperature for 0.5h and then methanol (6.8ml) was added and the mixture stirred at room temperature for 0.5h. Water ... Starting materials: C1CCOC1, CCCCCCCN(Cc1ccc(F)cc1F)C(=O)CCc1ccc(OCc2ccccc2C(=O)OC)cc1, [Li+], [OH-], O. Yields the product CCCCCCCN(Cc1ccc(F)cc1F)C(=O)CCc1ccc(OCc2ccccc2C(=O)O)cc1. RXN SMILES: [CH2:43]1[O:44][CH2:45][CH2:46][CH2:47]1.[F:3][c:4]1[c:5]([CH2:6][N:7]([C:8]([CH2:9][CH2:10][c:11]2[cH:12][cH:13][c:14]([O:15][CH2:16][c:17]3[c:18]([C:19](=[O:20])[O:21][CH3:22])[cH:23][cH:24][cH:25][cH:26]3)[cH:27][cH:28]2)=[O:29])[CH2:30][CH2:31][CH2:32][CH2:33][CH2:34][CH2:35][CH3:36])[cH:37][cH:38][c:39]([F:41])[cH:40]1.[Li+:1].[OH-:2].[OH2:42]>>[F:3][c:4]1[c:5]([CH2:6][N:7]([C:8]([CH2:9][CH2:10][c:11]2[cH:12][cH:13][c:14]([O:15][CH2:16][c:17]3[c:18]([C:19](=[O:20])[OH:21])[cH:23][cH:24][cH:25][cH:26]3)[cH:27][cH:28]2)=[O:29])[CH2:30][CH2:31][CH2:32][CH2:33][CH2:34][CH2:35][CH3:36])[cH:37][cH:38][c:39]([F:41])[cH:40]1. Reactants: CO (methanol), NCCC#N (β-aminopropionitrile), C[O-].[Na+] (sodium methylate), [C]=O (carbon monoxide). Run in C(=O)OCC (ethyl formate). Conditions: temperature 25 celsius. Product: [Na]C(=O)C(C#N)CNC=O (α-sodioformyl-β-formylaminopropionitrile). Isolated yield 94.0%. RXN SMILES: [CH3:1][OH:2].[CH3:3][O-:4].[Na+:5].[C]=O.[NH2:8][CH2:9][CH2:10][C:11]#[N:12]>C(OCC)=O>[Na:5][C:1]([CH:10]([CH2:9][NH:8][CH:3]=[O:4])[C:11]#[N:12])=[O:2] |f:1.2,^3:5|. Procedure: In 400 parts by volume of ethyl formate is dissolved 35 parts of β-aminopropionitrile. To the solution is added 100 parts of a methanol solution which includes 32 parts of sodium methylate. The mixture is put into an autoclave with a capacity of 1,000 parts by volume. Into the mixture is introduced carbon monoxide at 50 kg/cm2G at 70°C for 3 hours. After the reaction, the mixture is cooled at 25°C. The solvent is removed and the crystals are recovered by filtration and dried, whereby 77 parts of... Starting materials: CCOC(=O)c1cc2c(s1)CCN(C)C2, O=C([O-])C(F)(F)F. Yields the product CN1CCc2sc(C(=O)O)cc2C1. RXN SMILES: [CH3:1][N:2]1[CH2:3][c:4]2[c:5]([s:8][c:9]([C:11](=[O:12])[O:13][CH2:14][CH3:15])[cH:10]2)[CH2:6][CH2:7]1.[O-:16][C:17]([C:18]([F:19])([F:20])[F:21])=[O:22]>>[CH3:1][N:2]1[CH2:3][c:4]2[c:5]([s:8][c:9]([C:11](=[O:12])[OH:13])[cH:10]2)[CH2:6][CH2:7]1. Starting materials: O (water), ClC1=C(C=C(C=C1)N1C(N(C(=CC1=O)C(F)(F)F)C)=O)C(OC)OC (3-(4-chloro-3-dimethoxymethylphenyl)-2,4-dioxo-1-methyl-6-trifluoromethyl-1,2,3,4-tetrahydropyrimidine), OC(C)C(C)O (2,3-dihydroxybutane), C1(=CC=C(C=C1)S(=O)(=O)O)C (p-toluenesulfonic acid). The solvent is C1(=CC=CC=C1)C (toluene). Yields the product ClC1=C(C=C(C=C1)N1C(N(C(=CC1=O)C(F)(F)F)C)=O)C1OC(C(O1)C)C (3-[4-Chloro-3-(4,5-dimethyl-1,3-dioxolan-2-yl)-phenyl]-2,4-dioxo-1-methyl-6-trifluoromethyl-1,2,3,4-tetrahydropyrimidine). RXN SMILES: [Cl:1][C:2]1[CH:7]=[CH:6][C:5]([N:8]2[C:13](=[O:14])[CH:12]=[C:11]([C:15]([F:18])([F:17])[F:16])[N:10]([CH3:19])[C:9]2=[O:20])=[CH:4][C:3]=1[CH:21](OC)OC.[OH:26][CH:27]([CH:29]([OH:31])[CH3:30])[CH3:28].C1(C)C=CC(S(O)(=O)=O)=CC=1.O>C1(C)C=CC=CC=1>[Cl:1][C:2]1[CH:7]=[CH:6][C:5]([N:8]2[C:13](=[O:14])[CH:12]=[C:11]([C:15]([F:16])([F:18])[F:17])[N:10]([CH3:19])[C:9]2=[O:20])=[CH:4][C:3]=1[CH:21]1[O:31][CH:29]([CH3:30])[CH:27]([CH3:28])[O:26]1. Reported procedure: 30 g of 3-(4-chloro-3-dimethoxymethylphenyl)-2,4-dioxo-1-methyl-6-trifluoromethyl-1,2,3,4-tetrahydropyrimidine, 2.1 g of 2,3-dihydroxybutane and 0.3 g of p-toluenesulfonic acid were dissolved in 100 ml of anhydrous toluene, and the stirred solution was refluxed for 7 hours in the absence of water. For working up, the solution was washed in succession with water and 10% strength NaHCO3 solution, dried over Na2SO4 and evaporated down. The reactants are CCOC(=O)Cc1cc(Cl)cc(Oc2ccc(Br)cc2CN2CCOC2=O)c1, CO, [Li+], [OH-], O. The product is O=C(O)Cc1cc(Cl)cc(Oc2ccc(Br)cc2CN2CCOC2=O)c1. RXN SMILES: [CH2:1]([CH3:2])[O:3][C:4]([CH2:5][c:6]1[cH:7][c:8]([O:13][c:14]2[c:15]([CH2:21][N:22]3[C:23](=[O:27])[O:24][CH2:25][CH2:26]3)[cH:16][c:17]([Br:20])[cH:18][cH:19]2)[cH:9][c:10]([Cl:12])[cH:11]1)=[O:28].[CH3:31][OH:32].[Li+:29].[OH-:30].[OH2:33]>>[O:3]=[C:4]([CH2:5][c:6]1[cH:7][c:8]([O:13][c:14]2[c:15]([CH2:21][N:22]3[C:23](=[O:27])[O:24][CH2:25][CH2:26]3)[cH:16][c:17]([Br:20])[cH:18][cH:19]2)[cH:9][c:10]([Cl:12])[cH:11]1)[OH:28]. The reactants are CC(=O)Cc1ccc(O)c(Br)c1, BrCc1ccccc1, O=C([O-])[O-], [K+], [K+], CN(C)C=O, O. Product: CC(=O)Cc1ccc(OCc2ccccc2)c(Br)c1. RXN SMILES: [Br:15][c:16]1[cH:17][c:18]([CH2:23][C:24](=[O:25])[CH3:26])[cH:19][cH:20][c:21]1[OH:22].[Br:7][CH2:8][c:9]1[cH:10][cH:11][cH:12][cH:13][cH:14]1.[C:1](=[O:2])([O-:3])[O-:4].[K+:5].[K+:6].[O:28]=[CH:29][N:30]([CH3:31])[CH3:32].[OH2:27]>>[CH2:8]([c:9]1[cH:10][cH:11][cH:12][cH:13][cH:14]1)[O:22][c:21]1[c:16]([Br:15])[cH:17][c:18]([CH2:23][C:24](=[O:25])[CH3:26])[cH:19][cH:20]1. Reactants: C1CCOC1, CC(C)OC(=O)N=NC(=O)OC(C)C, OC1CCOCC1, CCOC(=O)c1ccc(O)cc1, c1ccc(P(c2ccccc2)c2ccccc2)cc1. The product is CCOC(=O)c1ccc(OC2CCOCC2)cc1. RXN SMILES: [CH2:53]1[O:54][CH2:55][CH2:56][CH2:57]1.[O:39]=[C:40]([O:41][CH:42]([CH3:43])[CH3:44])[N:45]=[N:46][C:47]([O:48][CH:49]([CH3:50])[CH3:51])=[O:52].[OH:13][CH:14]1[CH2:15][CH2:16][O:17][CH2:18][CH2:19]1.[OH:1][c:2]1[cH:3][cH:4][c:5]([C:6](=[O:7])[O:8][CH2:9][CH3:10])[cH:11][cH:12]1.[c:20]1([P:21]([c:22]2[cH:23][cH:24][cH:25][cH:26][cH:27]2)[c:28]2[cH:29][cH:30][cH:31][cH:32][cH:33]2)[cH:34][cH:35][cH:36][cH:37][cH:38]1>>[O:1]([c:2]1[cH:3][cH:4][c:5]([C:6](=[O:7])[O:8][CH2:9][CH3:10])[cH:11][cH:12]1)[CH:14]1[CH2:15][CH2:16][O:17][CH2:18][CH2:19]1. Reactants: CS(=O)(=O)c1nc(-c2ccccc2F)c2ccc(=O)n(CC3CC3)c2n1, NC(CO)CO. Yields the product O=c1ccc2c(-c3ccccc3F)nc(NC(CO)CO)nc2n1CC1CC1. RXN SMILES: [CH:1]1([CH2:4][n:5]2[c:6](=[O:26])[cH:7][cH:8][c:9]3[c:10]2[n:11][c:12]([S:22]([CH3:23])(=[O:24])=[O:25])[n:13][c:14]3-[c:15]2[c:16]([F:21])[cH:17][cH:18][cH:19][cH:20]2)[CH2:2][CH2:3]1.[NH2:27][CH:28]([CH2:29][OH:30])[CH2:31][OH:32]>>[CH:1]1([CH2:4][n:5]2[c:6](=[O:26])[cH:7][cH:8][c:9]3[c:10]2[n:11][c:12]([NH:27][CH:28]([CH2:29][OH:30])[CH2:31][OH:32])[n:13][c:14]3-[c:15]2[c:16]([F:21])[cH:17][cH:18][cH:19][cH:20]2)[CH2:2][CH2:3]1. Procedure: To a solution of ethyl 4-[[4-(5-tert-butylthiophen-2-yl)-2,2-dimethyl(2H)-thiochromen-6-yl]-ethynyl]-benzoate (Compound 232, 88.0 mg, 0.181 mmol) in 2.0 mL THF and 2.0 mL EtOH was added NaOH (160.0 mg, 4.0 mmol, 4.0 mL of a 1M aqueous solution). The resulting solution was stirred overnight at room temperature. The reaction mixture was acidified with 10% aqueous HCl and extracted with EtOAc. The combined organic layers were washed with H2O, saturated aqueous NaCl, and dried (Na2SO4) before removi... Run in C1CCOC1 (THF), CCO (EtOH). Conditions: time 8 hour. The product is C(C)(C)(C)C1=CC=C(S1)C1=CC(SC2=CC=C(C=C12)CCC1=CC=C(C(=O)O)C=C1)(C)C (4-[[4-(5-tert-butylthiopen-2-yl)-2,2-dimethyl-(2H)-thiochromen-6-yl]-ethyl]benzoic acid). Starting materials: C(C)(C)(C)C1=CC=C(S1)C1=CC(SC2=CC=C(C=C12)C#CC1=CC=C(C(=O)OCC)C=C1)(C)C (ethyl 4-[[4-(5-tert-butylthiophen-2-yl)-2,2-dimethyl(2H)-thiochromen-6-yl]-ethynyl]-benzoate), C(C)(C)(C)C1=CC=C(S1)C1=CC(SC2=CC=C(C=C12)C#CC1=CC=C(C(=O)OCC)C=C1)(C)C (ethyl 4-[[4-(5-tert-butylthiophen-2-yl)-2,2-dimethyl(2H)-thiochromen-6-yl]-ethynyl]-benzoate), [OH-].[Na+] (NaOH), aqueous solution, Cl (HCl). The yield is 81.2%. Reaction SMILES: [C:1]([C:5]1[S:9][C:8]([C:10]2[C:19]3[C:14](=[CH:15][CH:16]=[C:17]([C:20]#[C:21][C:22]4[CH:32]=[CH:31][C:25]([C:26]([O:28]CC)=[O:27])=[CH:24][CH:23]=4)[CH:18]=3)[S:13][C:12]([CH3:34])([CH3:33])[CH:11]=2)=[CH:7][CH:6]=1)([CH3:4])([CH3:3])[CH3:2].[OH-].[Na+].Cl>C1COCC1.CCO>[C:1]([C:5]1[S:9][C:8]([C:10]2[C:19]3[C:14](=[CH:15][CH:16]=[C:17]([CH2:20][CH2:21][C:22]4[CH:32]=[CH:31][C:25]([C:26]([OH:28])=[O:27])=[CH:24][CH:23]=4)[CH:18]=3)[S:13][C:12]([CH3:34])([CH3:33])[CH:11]=2)=[CH:7][CH:6]=1)([CH3:4])([CH3:2])[CH3:3] |f:1.2|.